Task: describe an organic reaction: reactants, conditions, products, and yield. Dataset: the Open Reaction Database (ORD), a public repository of structured organic reaction records Starting materials: ClC1=CC(=NC2=C(C=CC=C12)O)C (4-chloro-8-hydroxy-2-methylquinoline), N1C=NC=C1 (imidazole), C(Cl)(Cl)Cl (chloroform), C([O-])(O)=O.[Na+] (sodium bicarbonate). The solvent is O1CCOCC1 (dioxane). The product is OC=1C=CC=C2C(=CC(=NC12)C)N1C=NC=C1 (8-hydroxy-4-(imidazol-1-yl)-2-methylquinoline). Yield: 85.5%. RXN SMILES: Cl[C:2]1[C:11]2[C:6](=[C:7]([OH:12])[CH:8]=[CH:9][CH:10]=2)[N:5]=[C:4]([CH3:13])[CH:3]=1.[NH:14]1[CH:18]=[CH:17][N:16]=[CH:15]1.C(Cl)(Cl)Cl.C(=O)(O)[O-].[Na+]>O1CCOCC1>[OH:12][C:7]1[CH:8]=[CH:9][CH:10]=[C:11]2[C:6]=1[N:5]=[C:4]([CH3:13])[CH:3]=[C:2]2[N:14]1[CH:18]=[CH:17][N:16]=[CH:15]1 |f:3.4|. Reported procedure: The solution of 4-chloro-8-hydroxy-2-methylquinoline (2.0 g), imidazole (3.52 g) in dioxane (20 ml) was refluxed for 18 hours. The cooled reaction mixture was added chloroform and aqueous sodium bicarbonate solution. The organic layer was washed with water, dried over magnesium sulfate and evaporated in vacuo. The residue was crystallized from ether to give 8-hydroxy-4-(imidazol-1-yl)-2-methylquinoline (1.99 g) as colorless crystals. Reactants: Br, Br, CC(C)=O, CC(=O)O, CC(=O)Cc1cccc(F)c1C. Yields the product Cc1c(F)cccc1CC(=O)CBr. RXN SMILES: [Br:1].[BrH:14].[CH3:15][C:16](=[O:17])[CH3:18].[CH3:19][C:20](=[O:21])[OH:22].[F:2][c:3]1[c:4]([CH3:13])[c:5]([CH2:9][C:10]([CH3:11])=[O:12])[cH:6][cH:7][cH:8]1>>[F:2][c:3]1[c:4]([CH3:13])[c:5]([CH2:9][C:10]([CH2:11][Br:14])=[O:12])[cH:6][cH:7][cH:8]1.